This data is from the Open Reaction Database (ORD), a public repository of structured organic reaction records. The task is: describe an organic reaction: reactants, conditions, products, and yield Starting materials: CC(=O)O[BH-](OC(C)=O)OC(C)=O, CC(C)O, CC1CC(N)CN1C(=O)CNC(=O)c1cccc(C(F)(F)F)c1, [Na+], O=C1CCC(O)(c2ccccn2)CC1. Yields the product CC1CC(NC2CCC(O)(c3ccccn3)CC2)CN1C(=O)CNC(=O)c1cccc(C(F)(F)F)c1. RXN SMILES: [C:38]([O:39][BH-:40]([O:41][C:42](=[O:43])[CH3:44])[O:45][C:46](=[O:47])[CH3:48])(=[O:49])[CH3:50].[CH3:52][CH:53]([OH:54])[CH3:55].[NH2:1][CH:2]1[CH2:3][CH:4]([CH3:23])[N:5]([C:7]([CH2:8][NH:9][C:10]([c:11]2[cH:12][c:13]([C:17]([F:18])([F:19])[F:20])[cH:14][cH:15][cH:16]2)=[O:21])=[O:22])[CH2:6]1.[Na+:51].[OH:24][C:25]1([c:32]2[n:33][cH:34][cH:35][cH:36][cH:37]2)[CH2:26][CH2:27][C:28](=[O:31])[CH2:29][CH2:30]1>>[NH:1]([CH:2]1[CH2:3][CH:4]([CH3:23])[N:5]([C:7]([CH2:8][NH:9][C:10]([c:11]2[cH:12][c:13]([C:17]([F:18])([F:19])[F:20])[cH:14][cH:15][cH:16]2)=[O:21])=[O:22])[CH2:6]1)[CH:28]1[CH2:27][CH2:26][C:25]([OH:24])([c:32]2[n:33][cH:34][cH:35][cH:36][cH:37]2)[CH2:30][CH2:29]1. Starting materials: [Br-], Brc1ccccc1, C1CCOC1, [Mg], N#CSc1ccc[nH]1, [Mg+]c1ccccc1. Product: c1ccc(Sc2ccc[nH]2)cc1. As a reaction SMILES: [Br-:1].[Br:9][c:10]1[cH:11][cH:12][cH:13][cH:14][cH:15]1.[CH2:25]1[O:26][CH2:27][CH2:28][CH2:29]1.[Mg:16].[S:17]([C:18]#[N:19])[c:20]1[nH:21][cH:22][cH:23][cH:24]1.[c:2]1([Mg+:8])[cH:3][cH:4][cH:5][cH:6][cH:7]1>>[c:2]1([S:17][c:20]2[nH:21][cH:22][cH:23][cH:24]2)[cH:3][cH:4][cH:5][cH:6][cH:7]1. Starting materials: O=C([O-])[O-], CCC(C)=O, CCCCCCCNC(=O)N(C)c1cccc(-c2ccc(CCC(=O)OC)cc2O)c1, OCCCI, [K+], [K+]. The product is CCCCCCCNC(=O)N(C)c1cccc(-c2ccc(CCC(=O)OC)cc2OCCCO)c1. RXN SMILES: [C:37](=[O:38])([O-:39])[O-:40].[CH2:43]([C:44]([CH3:45])=[O:46])[CH3:47].[CH2:6]([CH2:7][CH2:8][CH2:9][CH2:10][CH2:11][CH3:12])[NH:13][C:14]([N:15]([CH3:16])[c:17]1[cH:18][c:19](-[c:23]2[c:24]([OH:35])[cH:25][c:26]([CH2:29][CH2:30][C:31](=[O:32])[O:33][CH3:34])[cH:27][cH:28]2)[cH:20][cH:21][cH:22]1)=[O:36].[I:1][CH2:2][CH2:3][CH2:4][OH:5].[K+:41].[K+:42]>>[CH2:2]([CH2:3][CH2:4][OH:5])[O:35][c:24]1[c:23](-[c:19]2[cH:18][c:17]([N:15]([C:14]([NH:13][CH2:6][CH2:7][CH2:8][CH2:9][CH2:10][CH2:11][CH3:12])=[O:36])[CH3:16])[cH:22][cH:21][cH:20]2)[cH:28][cH:27][c:26]([CH2:29][CH2:30][C:31](=[O:32])[O:33][CH3:34])[cH:25]1. Starting materials: C(C)(=O)OCC1=CC=C(C=C1)C=1CN(CCC1)C(=O)OC(C)(C)C (3-(4-acetoxymethylphenyl)-1-(tert-butoxycarbonyl)-1,2,5,6-tetrahydropyridine). Reagents/catalysts: [Pd] (Palladium on charcoal). The solvent is C(C)(=O)OCC (ethyl acetate). The product is OCC1=CC=C(C=C1)C1CN(CCC1)C(=O)OC(C)(C)C (3-(4-hydroxymethylphenyl)-1-(tert-butoxycarbonyl)piperidine). Yield: 63.7%. RXN SMILES: C([O:4][CH2:5][C:6]1[CH:11]=[CH:10][C:9]([C:12]2[CH2:13][N:14]([C:18]([O:20][C:21]([CH3:24])([CH3:23])[CH3:22])=[O:19])[CH2:15][CH2:16][CH:17]=2)=[CH:8][CH:7]=1)(=O)C>[Pd].C(OCC)(=O)C>[OH:4][CH2:5][C:6]1[CH:7]=[CH:8][C:9]([CH:12]2[CH2:17][CH2:16][CH2:15][N:14]([C:18]([O:20][C:21]([CH3:24])([CH3:23])[CH3:22])=[O:19])[CH2:13]2)=[CH:10][CH:11]=1. Reported procedure: Palladium on charcoal was added to the solution of 3-(4-acetoxymethylphenyl)-1-(tert-butoxycarbonyl)-1,2,5,6-tetrahydropyridine (0.71 g, 2.1 mmol) in ethyl acetate and stirred under hydrogen atmosphere. After filtration with celite and removal of the solvent under reduced pressure, methanol and 1N aqueous sodium hydroxide were added and stirred. Organic solvents were removed under reduced pressure after addition of water and extracted with ethyl acetate, washed with water and brine and dried ove... Reactants: C1=CC=C(C=C1)P(C2=CC=CC=C2)C3=CC=CC=C3 (Ph3P), O (water), N(=[N+]=[N-])CC1=C(C=C(C(=C1)F)Br)F (1-(azidomethyl)-4-bromo-2,5-difluorobenzene). Solvent: C1CCOC1 (THF). Run at temperature 55 celsius. The product is BrC1=CC(=C(CN)C=C1F)F (4-Bromo-2,5-difluorobenzylamine). As a reaction SMILES: [N:1]([CH2:4][C:5]1[CH:10]=[C:9]([F:11])[C:8]([Br:12])=[CH:7][C:6]=1[F:13])=[N+]=[N-].C1C=CC(P(C2C=CC=CC=2)C2C=CC=CC=2)=CC=1.O>C1COCC1>[Br:12][C:8]1[C:9]([F:11])=[CH:10][C:5]([CH2:4][NH2:1])=[C:6]([F:13])[CH:7]=1. Procedure details: To a mixture of the crude azide (110 mg, 0.44 mmol) in THF (3 mL) were added polymer-supported Ph3P (3.0 eq.) and water (1.5 mL). The reaction mixture was stirred at 55° C. until completion of the reaction, cooled down to rt and filtered. The filtrate was partitioned between EA and aq. sat. NaHCO3 and the layers separated. The aq. layer was extracted with EA and the combined org. extracts dried over MgSO4, filtered and concentrated under reduced pressure to give the title compound as a yellow oi... Reactants: CC12CCC(=O)CC1CCC1C2CCC2(C)C(C(N)=O)CCC12, ClC(Cl)Cl. The product is CC12CCC3C(CCC4CC(=O)CCC43C)C1CCC2C#N. As a reaction SMILES: [C:1]([NH2:2])(=[O:3])[CH:4]1[C:5]2([CH3:6])[CH:7]([CH2:8][CH2:9]1)[CH:10]1[CH2:11][CH2:12][CH:13]3[CH2:14][C:15](=[O:23])[CH2:16][CH2:17][C:18]3([CH3:19])[CH:20]1[CH2:21][CH2:22]2.[CH:24]([Cl:25])([Cl:26])[Cl:27]>>[C:1](#[N:2])[CH:4]1[C:5]2([CH3:6])[CH:7]([CH2:8][CH2:9]1)[CH:10]1[CH2:11][CH2:12][CH:13]3[CH2:14][C:15](=[O:23])[CH2:16][CH2:17][C:18]3([CH3:19])[CH:20]1[CH2:21][CH2:22]2.